Dataset: the Open Reaction Database (ORD), a public repository of structured organic reaction records. Task: describe an organic reaction: reactants, conditions, products, and yield Reactants: O=C(CBr)c1ccc(F)cc1F, CN(C)C=O, CCOC(C)=O, [H-], [Na+], N#Cc1ccccc1-c1ccc(Cn2c(=O)[nH]c(=O)c3cc(CC(F)(F)F)sc32)cc1. Yields the product N#Cc1ccccc1-c1ccc(Cn2c(=O)n(CC(=O)c3ccc(F)cc3F)c(=O)c3cc(CC(F)(F)F)sc32)cc1. Reaction SMILES: [Br:32][CH2:33][C:34](=[O:35])[c:36]1[c:37]([F:43])[cH:38][c:39]([F:42])[cH:40][cH:41]1.[CH3:44][N:45]([CH3:46])[CH:47]=[O:48].[CH3:51][CH2:52][O:53][C:54](=[O:55])[CH3:56].[H-:49].[Na+:50].[O:1]=[c:2]1[nH:3][c:4](=[O:31])[c:5]2[c:6]([n:7]1[CH2:8][c:9]1[cH:10][cH:11][c:12](-[c:15]3[c:16]([C:21]#[N:22])[cH:17][cH:18][cH:19][cH:20]3)[cH:13][cH:14]1)[s:23][c:24]([CH2:26][C:27]([F:28])([F:29])[F:30])[cH:25]2>>[O:1]=[c:2]1[n:3]([CH2:33][C:34](=[O:35])[c:36]2[c:37]([F:43])[cH:38][c:39]([F:42])[cH:40][cH:41]2)[c:4](=[O:31])[c:5]2[c:6]([n:7]1[CH2:8][c:9]1[cH:10][cH:11][c:12](-[c:15]3[c:16]([C:21]#[N:22])[cH:17][cH:18][cH:19][cH:20]3)[cH:13][cH:14]1)[s:23][c:24]([CH2:26][C:27]([F:28])([F:29])[F:30])[cH:25]2. Reactants: C(C)OC(C1=CC(=CC=C1)C)=O (ethyl-3-methylbenzoate), ClC1=CC=C(C=C1)C1=NNC=C1C1=NC(=NC=C1)NC1=CC=C(C=C1)OCCN(CC)CC ({4-[3-(4-Chloro-phenyl)-1H-pyrazol-4-yl]-pyrimidin-2-yl}-[4-(2-diethylamino-ethoxy)phenyl]-amine). Yields the product C(C)N(CCOC1=CC=C(C=C1)NC1=NC=CC(=N1)C=1C(=NNC1)C=1C=C(C=CC1)C)CC ([4-(2-Diethylamino-ethoxy)-phenyl]-[4-(3-m-tolyl-1H-pyrazol-4-yl)-pyrimidin-2-yl]-amine). As a reaction SMILES: C(O[C:4](=O)[C:5]1[CH:10]=[CH:9][CH:8]=[C:7]([CH3:11])[CH:6]=1)C.ClC1C=CC(C2[C:24]([C:25]3[CH:30]=[CH:29][N:28]=[C:27]([NH:31][C:32]4[CH:37]=[CH:36][C:35]([O:38][CH2:39][CH2:40][N:41]([CH2:44][CH3:45])[CH2:42][CH3:43])=[CH:34][CH:33]=4)[N:26]=3)=[CH:23][NH:22][N:21]=2)=CC=1>>[CH2:44]([N:41]([CH2:42][CH3:43])[CH2:40][CH2:39][O:38][C:35]1[CH:36]=[CH:37][C:32]([NH:31][C:27]2[N:26]=[C:25]([C:24]3[C:4]([C:5]4[CH:6]=[C:7]([CH3:11])[CH:8]=[CH:9][CH:10]=4)=[N:21][NH:22][CH:23]=3)[CH:30]=[CH:29][N:28]=2)=[CH:33][CH:34]=1)[CH3:45]. Procedure: The title compound is prepared as described in Example 1 using ethyl-3-methylbenzoate (Aldrich 25,305-7) and 4-(2-diethylamino-ethoxy)-phenylamine (see Example 3). The reactants are BrC1=CNC(C=2C3=C(C(=NC12)N[C@@H](C(C)C)C)C=CC(=C3)F)=O (4-bromo-6-{[(1R)-1,2-dimethylpropyl]amino}-9-fluorobenzo[c]-1,6-naphthyridin-1(2H)-one), S1C=C(C=C1)B(O)O (3-thienylboronic acid), palladium tetrakistriphenylphosphine. Run in O1CCOCC1 (dioxane), C(=O)([O-])[O-].[Na+].[Na+] (Na2CO3). Reaction conditions: temperature 150 celsius. The product is C[C@H](C(C)C)NC1=NC=2C(=CNC(C2C2=C1C=CC(=C2)F)=O)C2=CSC=C2 (6-{[(1R)-1,2-dimethylpropyl]amino}-9-fluoro-4-(3-thienyl)benzo[c]-1,6-naphthyridin-1(2H)-one). Reaction SMILES: Br[C:2]1[C:11]2[N:10]=[C:9]([NH:12][C@H:13]([CH3:17])[CH:14]([CH3:16])[CH3:15])[C:8]3[CH:18]=[CH:19][C:20]([F:22])=[CH:21][C:7]=3[C:6]=2[C:5](=[O:23])[NH:4][CH:3]=1.[S:24]1[CH:28]=[CH:27][C:26](B(O)O)=[CH:25]1>O1CCOCC1.C([O-])([O-])=O.[Na+].[Na+]>[CH3:17][C@@H:13]([NH:12][C:9]1[C:8]2[CH:18]=[CH:19][C:20]([F:22])=[CH:21][C:7]=2[C:6]2[C:5](=[O:23])[NH:4][CH:3]=[C:2]([C:26]3[CH:27]=[CH:28][S:24][CH:25]=3)[C:11]=2[N:10]=1)[CH:14]([CH3:16])[CH3:15] |f:3.4.5|. Procedure: To a solution of 4-bromo-6-{[(1R)-1,2-dimethylpropyl]amino}-9-fluorobenzo[c]-1,6-naphthyridin-1(2H)-one (32 mg, 0.085 mmol) in dioxane (2 mL) and Na2CO3 (1 mL, 2.0 M) were added 3-thienylboronic acid (13 mg, 0.10 mmol) and palladium tetrakistriphenylphosphine (24 mg, 0.021 mmol). The solution was degassed by bubbling nitrogen gas and heated in a microwave reactor at 150° C. for 1 hr. The resulting solution was filtered and purified by reverse phase HPLC to produce 6-{[(1R)-1,2-dimethylpropyl]ami... Starting materials: Cl.BrC=1C=C(CN)C=CC1F (3-bromo-4-fluorobenzylamine hydrochloride), TEA, O(C(=O)OC(C)(C)C)C(=O)OC(C)(C)C (BOC2O). Solvent: [OH-].[Na+] (NaOH), C(Cl)Cl (CH2Cl2), C(Cl)Cl (CH2Cl2). Run at time 16 hour. The product is C(=O)(OC(C)(C)C)NCC1=CC(=C(C=C1)F)Br (N-Boc-(3-bromo-4-fluoro-benzyl)amine). RXN SMILES: Cl.[Br:2][C:3]1[CH:4]=[C:5]([CH:8]=[CH:9][C:10]=1[F:11])[CH2:6][NH2:7].[O:12](C(OC(C)(C)C)=O)[C:13]([O:15][C:16]([CH3:19])([CH3:18])[CH3:17])=O>C(Cl)Cl.[OH-].[Na+]>[C:13]([NH:7][CH2:6][C:5]1[CH:8]=[CH:9][C:10]([F:11])=[C:3]([Br:2])[CH:4]=1)([O:15][C:16]([CH3:19])([CH3:18])[CH3:17])=[O:12] |f:0.1,4.5|. Procedure details: To a solution of 3-bromo-4-fluorobenzylamine hydrochloride (10 g, 42 mmol) and TEA (10.5 g, 103 mmol) in 200 mL of CH2Cl2 was added BOC2O (9.1 g, 42 mmol) at RT. The resulting solution was stirred for 16 h. The solution was diluted with aq. 1 N NaOH and CH2Cl2. The organic layer was washed with brine, dried over Na2SO4, and concentrated to give N-Boc-(3-bromo-4-fluoro-benzyl)amine. MS (ES+): 305 (M+H)+; (ES−): 303 (M−H). Calc'd C12H15BrFNO2-304.16. The reactants are C([O-])([O-])=O.[K+].[K+] (potassium carbonate), C(C)#N (acetonitrile), C(C1=CC=CC=C1)Br (benzyl bromide), OC=1C=C(C=O)C=CC1 (3-hydroxybenzaldehyde). Run in O (water), C(Cl)Cl (methylene chloride). Procedure: In an acetonitrile (50 mL) solvent, benzyl bromide (4.6 mL, 38.68 mmol) was added to a solution including 3-hydroxybenzaldehyde (5.0 g, 40.94 mmol) and potassium carbonate (8.49 g, 61.43 mmol), and the reaction mixture was refluxed for 3 hours. After cooling, the reaction mixture was distributed between methylene chloride and water. An organic layer was dried by using MgSO4, and filtered. A filtrate was evaporated, and water was added to the resultant solid. The solid was filtered and washed wit... The product is C(C1=CC=CC=C1)OC=1C=C(C=O)C=CC1 (3-(benzyloxy)benzaldehyde). As a reaction SMILES: C(#N)C.[CH2:4](Br)[C:5]1[CH:10]=[CH:9][CH:8]=[CH:7][CH:6]=1.[OH:12][C:13]1[CH:14]=[C:15]([CH:18]=[CH:19][CH:20]=1)[CH:16]=[O:17].C(=O)([O-])[O-].[K+].[K+]>O.C(Cl)Cl>[CH2:4]([O:12][C:13]1[CH:14]=[C:15]([CH:18]=[CH:19][CH:20]=1)[CH:16]=[O:17])[C:5]1[CH:10]=[CH:9][CH:8]=[CH:7][CH:6]=1 |f:3.4.5|.